Dataset: the Open Reaction Database (ORD), a public repository of structured organic reaction records. Task: describe an organic reaction: reactants, conditions, products, and yield The reactants are O=C(c1ccc(CBr)cc1)c1ccc(Cl)cc1Cl, Cn1ncc2[nH]c(Cl)c(Cl)c2c1=O, CN(C)C=O, O. The product is Cn1ncc2c(c(Cl)c(Cl)n2Cc2ccc(C(=O)c3ccc(Cl)cc3Cl)cc2)c1=O. Reaction SMILES: [Cl:14][c:15]1[c:16]([C:17](=[O:18])[c:19]2[cH:20][cH:21][c:22]([CH2:23][Br:24])[cH:25][cH:26]2)[cH:27][cH:28][c:29]([Cl:31])[cH:30]1.[Cl:1][c:2]1[c:3]([Cl:13])[c:4]2[c:5]([cH:6][n:7][n:8]([CH3:11])[c:9]2=[O:10])[nH:12]1.[O:33]=[CH:34][N:35]([CH3:36])[CH3:37].[OH2:32]>>[Cl:1][c:2]1[c:3]([Cl:13])[c:4]2[c:5]([cH:6][n:7][n:8]([CH3:11])[c:9]2=[O:10])[n:12]1[CH2:23][c:22]1[cH:21][cH:20][c:19]([C:17]([c:16]2[c:15]([Cl:14])[cH:30][c:29]([Cl:31])[cH:28][cH:27]2)=[O:18])[cH:26][cH:25]1. Reactants: CCOC(=O)c1c(N)c2cnn(-c3ccccc3)c2[nH]c1=O, [Na+], [OH-], O. The product is Nc1cc(=O)[nH]c2c1cnn2-c1ccccc1. Reaction SMILES: [CH2:1]([O:2][C:3](=[O:4])[c:6]1[c:7]([NH2:22])[c:8]2[c:9]([nH:10][c:11]1=[O:12])[n:13](-[c:16]1[cH:17][cH:18][cH:19][cH:20][cH:21]1)[n:14][cH:15]2)[CH3:5].[Na+:24].[OH-:23].[OH2:25]>>[cH:6]1[c:7]([NH2:22])[c:8]2[c:9]([nH:10][c:11]1=[O:12])[n:13](-[c:16]1[cH:17][cH:18][cH:19][cH:20][cH:21]1)[n:14][cH:15]2. Starting materials: O=C(O)COc1ccc(C(F)(F)F)cc1B(O)O, CO, Cc1cnc(N)c(Br)c1, [Na+], [Na+], O=C([O-])[O-], c1ccc(P(c2ccccc2)(c2ccccc2)[Pd](P(c2ccccc2)(c2ccccc2)c2ccccc2)(P(c2ccccc2)(c2ccccc2)c2ccccc2)P(c2ccccc2)(c2ccccc2)c2ccccc2)cc1. Yields the product Cc1cnc(N)c(-c2cc(C(F)(F)F)ccc2OCC(=O)O)c1. RXN SMILES: [B:1]([OH:2])([OH:3])[c:4]1[c:5]([O:6][CH2:7][C:8](=[O:9])[OH:10])[cH:11][cH:12][c:13]([C:15]([F:16])([F:17])[F:18])[cH:14]1.[CH3:34][OH:35].[NH2:19][c:20]1[n:21][cH:22][c:23]([CH3:27])[cH:24][c:25]1[Br:26].[Na+:28].[Na+:29].[O-:30][C:31](=[O:32])[O-:33].[cH:36]1[cH:37][cH:38][c:39]([P:40]([Pd:41]([P:42]([c:43]2[cH:44][cH:45][cH:46][cH:47][cH:48]2)([c:49]2[cH:50][cH:51][cH:52][cH:53][cH:54]2)[c:55]2[cH:56][cH:57][cH:58][cH:59][cH:60]2)([P:61]([c:62]2[cH:63][cH:64][cH:65][cH:66][cH:67]2)([c:68]2[cH:69][cH:70][cH:71][cH:72][cH:73]2)[c:74]2[cH:75][cH:76][cH:77][cH:78][cH:79]2)[P:80]([c:81]2[cH:82][cH:83][cH:84][cH:85][cH:86]2)([c:87]2[cH:88][cH:89][cH:90][cH:91][cH:92]2)[c:93]2[cH:94][cH:95][cH:96][cH:97][cH:98]2)([c:99]2[cH:100][cH:101][cH:102][cH:103][cH:104]2)[c:105]2[cH:106][cH:107][cH:108][cH:109][cH:110]2)[cH:111][cH:112]1>>[c:4]1(-[c:25]2[c:20]([NH2:19])[n:21][cH:22][c:23]([CH3:27])[cH:24]2)[c:5]([O:6][CH2:7][C:8](=[O:9])[OH:10])[cH:11][cH:12][c:13]([C:15]([F:16])([F:17])[F:18])[cH:14]1. Starting materials: CC(=O)N1CCNCC1, Cc1ccccc1, N#CCCl, [Na+], [Na+], O=C([O-])[O-]. Yields the product CC(=O)N1CCN(CC#N)CC1. Reaction SMILES: [C:11]([CH3:12])(=[O:13])[N:14]1[CH2:15][CH2:16][NH:17][CH2:18][CH2:19]1.[CH3:20][c:21]1[cH:22][cH:23][cH:24][cH:25][cH:26]1.[Cl:1][CH2:2][C:3]#[N:4].[Na+:5].[Na+:6].[O-:7][C:8](=[O:9])[O-:10]>>[CH2:2]([C:3]#[N:4])[N:17]1[CH2:16][CH2:15][N:14]([C:11]([CH3:12])=[O:13])[CH2:19][CH2:18]1. Reactants: C(C)(C)(C)OC(NC1=C(C=C(C(=C1)N(CCC)C)C(F)(F)F)NC(CC(C1=CC(=CC=C1)C=1C=NC=NC1)=O)=O)=O ({5-(methyl-propyl-amino)-2-[3-oxo-3-(3-pyrimidin-5-yl-phenyl)-propionylamino]-4-trifluoromethyl-phenyl}-carbamic acid tert-butyl ester), C(=O)(C(F)(F)F)O (TFA). The solvent is C(Cl)Cl (CH2Cl2). The product is CN(C1=CC2=C(NC(CC(=N2)C2=CC(=CC=C2)C=2C=NC=NC2)=O)C=C1C(F)(F)F)CCC (7-(Methyl-propyl-amino)-4-(3-pyrimidin-5-yl-phenyl)-8-trifluoromethyl-1,3-dihydro-benzo[b][1,4]diazepin-2-one), solid. Yield: 66.0%. Reaction SMILES: C(OC(=O)[NH:7][C:8]1[CH:13]=[C:12]([N:14]([CH3:18])[CH2:15][CH2:16][CH3:17])[C:11]([C:19]([F:22])([F:21])[F:20])=[CH:10][C:9]=1[NH:23][C:24](=[O:40])[CH2:25][C:26](=O)[C:27]1[CH:32]=[CH:31][CH:30]=[C:29]([C:33]2[CH:34]=[N:35][CH:36]=[N:37][CH:38]=2)[CH:28]=1)(C)(C)C.C(O)(C(F)(F)F)=O>C(Cl)Cl>[CH3:18][N:14]([CH2:15][CH2:16][CH3:17])[C:12]1[C:11]([C:19]([F:22])([F:20])[F:21])=[CH:10][C:9]2[NH:23][C:24](=[O:40])[CH2:25][C:26]([C:27]3[CH:32]=[CH:31][CH:30]=[C:29]([C:33]4[CH:38]=[N:37][CH:36]=[N:35][CH:34]=4)[CH:28]=3)=[N:7][C:8]=2[CH:13]=1. Reported procedure: The title compound was prepared from {5-(methyl-propyl-amino)-2-[3-oxo-3-(3-pyrimidin-5-yl-phenyl)-propionylamino]-4-trifluoromethyl-phenyl}-carbamic acid tert-butyl ester (Example M90) (0.40 g, 0.70 mmol) by treatment with TFA in CH2Cl2 according to the general procedure N. Obtained as a light orange solid (210 mg, 66%). Starting materials: CC(C)CNCC(C)C, CN(C)C=O, CN1Cc2c(-c3noc(CCl)n3)ncn2-c2cccc(Cl)c2C1=O. Yields the product CC(C)CN(Cc1nc(-c2ncn3c2CN(C)C(=O)c2c(Cl)cccc2-3)no1)CC(C)C. As a reaction SMILES: [CH2:25]([CH:26]([CH3:27])[CH3:28])[NH:29][CH2:30][CH:31]([CH3:32])[CH3:33].[CH3:34][N:35]([CH3:36])[CH:37]=[O:38].[Cl:1][c:2]1[cH:3][cH:4][cH:5][c:6]2[c:7]1[C:8](=[O:24])[N:9]([CH3:23])[CH2:10][c:11]1[n:12]-2[cH:13][n:14][c:15]1-[c:16]1[n:17][o:18][c:19]([CH2:21][Cl:22])[n:20]1>>[Cl:1][c:2]1[cH:3][cH:4][cH:5][c:6]2[c:7]1[C:8](=[O:24])[N:9]([CH3:23])[CH2:10][c:11]1[n:12]-2[cH:13][n:14][c:15]1-[c:16]1[n:17][o:18][c:19]([CH2:21][N:29]([CH2:25][CH:26]([CH3:27])[CH3:28])[CH2:30][CH:31]([CH3:32])[CH3:33])[n:20]1. Reactants: COC(C1=C(C=CC(=C1)CBr)CBr)=O (2,5-bis-bromomethyl-benzoic acid methyl ester), resultant mixture, Cl (hydrochloric acid), C([O-])([O-])=O.[Ca+2] (calcium carbonate). Conditions: temperature 100 celsius, time 16.5 hour. Solvent: O1CCOCC1 (1,4-dioxane). Procedure: The compound (1.1274 g) obtained in Example 102-1 was dissolved in carbon tetrachloride (19.2 ml). The reaction solution was added with N-bromosuccinimide (2.417 g) and benzoyl peroxide (147.2 mg), and the whole was refluxed under heating for 6.5 hours. After having been cooled to room temperature, the reaction solution was concentrated under reduced pressure. The resultant residue was purified through silica gel column chromatography (hexane/ethyl acetate), thereby obtaining a mixture (2.4003 g... Yields the product OCC1=CC=C2COC(C2=C1)=O (6-hydroxymethyl-3H-isobenzofuran-1-one). RXN SMILES: C[O:2][C:3](=[O:14])[C:4]1[CH:9]=[C:8]([CH2:10]Br)[CH:7]=[CH:6][C:5]=1[CH2:12]Br.C(=O)([O-])[O-:16].[Ca+2].Cl>O1CCOCC1>[OH:16][CH2:10][C:8]1[CH:9]=[C:4]2[C:5]([CH2:12][O:2][C:3]2=[O:14])=[CH:6][CH:7]=1 |f:1.2|. Reactants: [P] (phosphorous), Compound 100c, C1(=CC=CC=C1)O (phenol), [N+](=O)([O-])C1=CC=C(C=C1)O (4-nitrophenol), [N+](=O)([O-])C1=C(C=CC=C1)O (2-nitrophenol), [N+](=O)([O-])C1=C(C=CC(=C1)[N+](=O)[O-])O (2,4-dinitrophenol). The product is C1(=CC=CC=C1)[O-].[P+3].C1(=CC=CC=C1)[O-].C1(=CC=CC=C1)[O-] (phosphorous phenolate), 100d. RXN SMILES: [P:1].[C:2]1([OH:8])[CH:7]=[CH:6][CH:5]=[CH:4][CH:3]=1.[N+]([C:12]1[CH:17]=[CH:16][C:15]([OH:18])=[CH:14][CH:13]=1)([O-])=O.[N+]([C:22]1[CH:27]=[CH:26][CH:25]=[CH:24][C:23]=1[OH:28])([O-])=O.[N+](C1C=C([N+]([O-])=O)C=CC=1O)([O-])=O>>[C:2]1([O-:8])[CH:7]=[CH:6][CH:5]=[CH:4][CH:3]=1.[P+3:1].[C:15]1([O-:18])[CH:16]=[CH:17][CH:12]=[CH:13][CH:14]=1.[C:23]1([O-:28])[CH:24]=[CH:25][CH:26]=[CH:27][CH:22]=1 |f:5.6.7.8|. Procedure details: The phosphorous chloridate Compound 100c reacts with an activated phenol such as 4-nitrophenol, 2-nitrophenol, and 2,4-dinitrophenol, in the presence of a suitable base to give a phosphorous phenolate Compound 100d that is stable for further purification. Compound 100d is then coupled with a Nucleoside; a solution of a Nucleoside in NMP (˜30 mL/mmol) is cooled to 0° C. using an ice bath. To this mixture, a solution of t-BuMgCl in THF (1.0 M, 1.5-2.5 eq. to the nucleoside) is added dropwise. A so...